Dataset: the Open Reaction Database (ORD), a public repository of structured organic reaction records. Task: describe an organic reaction: reactants, conditions, products, and yield The reactants are [Si](C)(C)(C(C)(C)C)O[C@@H]1C=2C(=C(C(=NC2CC(C1)(C)C)C(C)C)[C@H](O)C1=CC=C(C=C1)C(F)(F)F)I ((R)—((S)-5-(tert-butyldimethylsilyloxy)-4-iodo-2-isopropyl-7,7-dimethyl-5,6,7,8-tetrahydroquinolin-3-yl)(4-(trifluoromethyl)phenyl)methanol), O1CCC(=CC1)B1OC(C(O1)(C)C)(C)C (2-(3,6-dihydro-2H-pyran-4-yl)-4,4,5,5-tetramethyl-1,3,2-dioxaborolane). Yields the product [Si](C)(C)(C(C)(C)C)O[C@@H]1C=2C(=C(C(=NC2CC(C1)(C)C)C(C)C)[C@H](O)C1=CC=C(C=C1)C(F)(F)F)C=1CCOCC1 ((R)—((S)-5-(tert-butyldimethylsilyloxy)-4-(3,6-dihydro-2H-pyran-4-yl)-2-isopropyl-7,7-dimethyl-5,6,7,8-tetrahydroquinolin-3-yl)(4-(trifluoromethyl)phenyl)methanol). RXN SMILES: [Si:1]([O:8][C@H:9]1[CH2:18][C:17]([CH3:20])([CH3:19])[CH2:16][C:15]2[N:14]=[C:13]([CH:21]([CH3:23])[CH3:22])[C:12]([C@@H:24]([C:26]3[CH:31]=[CH:30][C:29]([C:32]([F:35])([F:34])[F:33])=[CH:28][CH:27]=3)[OH:25])=[C:11](I)[C:10]1=2)([C:4]([CH3:7])([CH3:6])[CH3:5])([CH3:3])[CH3:2].[O:37]1[CH2:42][CH:41]=[C:40](B2OC(C)(C)C(C)(C)O2)[CH2:39][CH2:38]1>>[Si:1]([O:8][C@H:9]1[CH2:18][C:17]([CH3:20])([CH3:19])[CH2:16][C:15]2[N:14]=[C:13]([CH:21]([CH3:23])[CH3:22])[C:12]([C@@H:24]([C:26]3[CH:31]=[CH:30][C:29]([C:32]([F:35])([F:34])[F:33])=[CH:28][CH:27]=3)[OH:25])=[C:11]([C:40]3[CH2:41][CH2:42][O:37][CH2:38][CH:39]=3)[C:10]1=2)([C:4]([CH3:7])([CH3:6])[CH3:5])([CH3:3])[CH3:2]. Procedure: Obtained by starting from (R)—((S)-5-(tert-butyldimethylsilyloxy)-4-iodo-2-isopropyl-7,7-dimethyl-5,6,7,8-tetrahydroquinolin-3-yl)(4-(trifluoromethyl)phenyl)methanol and 2-(3,6-dihydro-2H-pyran-4-yl)-4,4,5,5-tetramethyl-1,3,2-dioxaborolane. Starting materials: C1=CC=C2C(=C1)C=CC(=C2C3=C(C=CC4=CC=CC=C43)O)O ((R)-1,1′-bi-2-naphthol), [H-].C(C(C)C)[Al+]CC(C)C (diisobutylaluminum hydride), C(C(=O)C1=CC=CC=C1)Cl (phenacyl chloride), Cl (hydrochloric acid), CC(C)O (2-propanol). The solvent is C1(=CC=CC=C1)C (toluene), C1(=CC=CC=C1)C (toluene), O (water). Run at time 1 hour. Yields the product ClC[C@@H](O)C1=CC=CC=C1 ((S)-2-chloro-1-phenylethanol). As a reaction SMILES: C1C=C2C=CC(O)=C(C3C4C(=CC=CC=4)C=CC=3O)C2=CC=1.[H-].C([Al+]CC(C)C)C(C)C.CC(O)C.[CH2:37]([Cl:46])[C:38]([C:40]1[CH:45]=[CH:44][CH:43]=[CH:42][CH:41]=1)=[O:39].Cl>C1(C)C=CC=CC=1.O>[Cl:46][CH2:37][C@H:38]([C:40]1[CH:45]=[CH:44][CH:43]=[CH:42][CH:41]=1)[OH:39] |f:1.2|. Reported procedure: To a slurry solution of 143 mg (0.5 mmol) of (R)-1,1′-bi-2-naphthol in 10 ml of toluene was added 0.5 ml (0.5 mmol) of toluene solution of diisobutylaluminum hydride (1.0 M) at room temperature, and the mixture was stirred at room temperature for 1 hour. Thereto 1.52 ml (20 mmol) of 2-propanol was added and the mixture was stirred further at room temperature for 30 minutes. Thereto 1.55 g (10 mmol) of phenacyl chloride was added and the mixture was stirred at 50° C. for 4 hours. To the mixture w... Reactants: C(C1=CC=CC=C1)OC=1C(=NN2C1C(N(CC2COS(=O)(=O)C)C)=O)C(=O)OC (methyl 3-benzyloxy-5-methyl-7-methylsulfonyloxymethyl-4-oxo-4,5,6,7-tetrahydropyrazolo[1,5-a]pyrazine-2-carboxylate), N1CCCCC1 (piperidine). Run in CN(C)C=O (DMF). Run at time 2 hour. The product is C(C1=CC=CC=C1)OC=1C(=NN2C1C(N(C=C2C)C)=O)C(=O)OC (Methyl 3-benzyloxy-5,7-dimethyl-4-oxo-4,5-dihydropyrazolo[1,5-a]pyrazine-2-carboxylate). Reaction SMILES: [CH2:1]([O:8][C:9]1[C:10]([C:26]([O:28][CH3:29])=[O:27])=[N:11][N:12]2[CH:17]([CH2:18]OS(C)(=O)=O)[CH2:16][N:15]([CH3:24])[C:14](=[O:25])[C:13]=12)[C:2]1[CH:7]=[CH:6][CH:5]=[CH:4][CH:3]=1.N1CCCCC1>CN(C=O)C>[CH2:1]([O:8][C:9]1[C:10]([C:26]([O:28][CH3:29])=[O:27])=[N:11][N:12]2[C:17]([CH3:18])=[CH:16][N:15]([CH3:24])[C:14](=[O:25])[C:13]=12)[C:2]1[CH:7]=[CH:6][CH:5]=[CH:4][CH:3]=1. Reported procedure: To a solution of methyl 3-benzyloxy-5-methyl-7-methylsulfonyloxymethyl-4-oxo-4,5,6,7-tetrahydropyrazolo[1,5-a]pyrazine-2-carboxylate (57 mg, 0.14 mmol) in anhydrous DMF under an atmosphere of nitrogen was added piperidine (133 μL, 1.35 mmol). The reaction was stirred at room temperature for 2 hours, heated to 50° C. for 2 hours, and stirred at room temperature overnight. Purification by reverse phase chromatography on a C-18 column using a gradient elution of 95-5% H2O (0.1% TFA)/CH3CN (0.1% TFA...